From a dataset of the Open Reaction Database (ORD), a public repository of structured organic reaction records. describe an organic reaction: reactants, conditions, products, and yield Reported procedure: In analogy to the procedure described in Example 25, (S)-1-[4-((S)-4-hydroxy-6-aza-spiro[2.5]oct-6-yl)-4-oxo-butyl]-3-methyl-piperazin-2-one (intermediate 13) and 1-chloro-4-isocyanato-2-trifluoromethyl-benzene gave the titled compound in quantitative yield as white foam. MS: 531.20 (MH+, 1Cl). RXN SMILES: [OH:1][C@@H:2]1[CH2:9][N:8]([C:10](=[O:22])[CH2:11][CH2:12][CH2:13][N:14]2[CH2:19][CH2:18][NH:17][C@@H:16]([CH3:20])[C:15]2=[O:21])[CH2:7][CH2:6][C:3]21[CH2:5][CH2:4]2.[Cl:23][C:24]1[CH:29]=[CH:28][C:27]([N:30]=[C:31]=[O:32])=[CH:26][C:25]=1[C:33]([F:36])([F:35])[F:34]>>[Cl:23][C:24]1[CH:29]=[CH:28][C:27]([NH:30][C:31]([N:17]2[CH2:18][CH2:19][N:14]([CH2:13][CH2:12][CH2:11][C:10]([N:8]3[CH2:7][CH2:6][C:3]4([CH2:5][CH2:4]4)[C@H:2]([OH:1])[CH2:9]3)=[O:22])[C:15](=[O:21])[C@@H:16]2[CH3:20])=[O:32])=[CH:26][C:25]=1[C:33]([F:34])([F:35])[F:36]. The product is ClC1=C(C=C(C=C1)NC(=O)N1[C@H](C(N(CC1)CCCC(=O)N1C[C@H](C2(CC2)CC1)O)=O)C)C(F)(F)F ((S)-4-[4-((S)-4-Hydroxy-6-aza-spiro[2.5]oct-6-yl)-4-oxo-butyl]-2-methyl-3-oxo-piperazine-1-carboxylic acid (4-chloro-3-trifluoromethyl-phenyl)-amide). Starting materials: O[C@H]1C2(CC2)CCN(C1)C(CCCN1C([C@@H](NCC1)C)=O)=O ((S)-1-[4-((S)-4-hydroxy-6-aza-spiro[2.5]oct-6-yl)-4-oxo-butyl]-3-methyl-piperazin-2-one), O[C@H]1C2(CC2)CCN(C1)C(CCCN1C([C@@H](NCC1)C)=O)=O ((S)-1-[4-((S)-4-hydroxy-6-aza-spiro[2.5]oct-6-yl)-4-oxo-butyl]-3-methyl-piperazin-2-one), ClC1=C(C=C(C=C1)N=C=O)C(F)(F)F (1-chloro-4-isocyanato-2-trifluoromethyl-benzene). The reactants are ClC1=CC=C(C=C1)C1=CC=2N(C=C1C1=C(C=C(C=C1)Cl)Cl)C(=NN2)CC=2C=NC(=CC2)C(F)(F)F (7-(4-chlorophenyl)-6-(2,4-dichlorophenyl)-3-((6-(trifluoromethyl)pyridin-3-yl)methyl)-[1,2,4]triazolo[4,3-a]pyridine), BrC=1C(=CC=2N(C1)C(=NN2)CC=2C(=NC(=CC2)C(F)(F)F)C)C2=CC=C(C=C2)Cl (6-bromo-7-(4-chlorophenyl)-3-((2-methyl-6-(trifluoromethyl)pyridin-3-yl)methyl)-[1,2,4]triazolo[4,3-a]pyridine), CC1=C(C=CC(=C1)C)B(O)O (2,4-dimethylphenylboronic acid), C(=O)([O-])[O-].[K+].[K+] (K2CO3). Reagents/catalysts: C=1C=CC(=CC1)[P](C=2C=CC=CC2)(C=3C=CC=CC3)[Pd]([P](C=4C=CC=CC4)(C=5C=CC=CC5)C=6C=CC=CC6)([P](C=7C=CC=CC7)(C=8C=CC=CC8)C=9C=CC=CC9)[P](C=1C=CC=CC1)(C=1C=CC=CC1)C=1C=CC=CC1 (Pd(PPh3)4). The solvent is O1CCOCC1 (1,4-dioxane), O (H2O). Yields the product ClC1=CC=C(C=C1)C1=CC=2N(C=C1C1=C(C=C(C=C1)C)C)C(=NN2)CC=2C(=NC(=CC2)C(F)(F)F)C (7-(4-chlorophenyl)-6-(2,4-dimethylphenyl)-3-((2-methyl-6-(trifluoromethyl)pyridin-3-yl)methyl)-[1,2,4]triazolo [4,3-a]pyridine). Yield: 64.1%. As a reaction SMILES: Br[C:2]1[C:3]([C:23]2[CH:28]=[CH:27][C:26]([Cl:29])=[CH:25][CH:24]=2)=[CH:4][C:5]2[N:6]([C:8]([CH2:11][C:12]3[C:13]([CH3:22])=[N:14][C:15]([C:18]([F:21])([F:20])[F:19])=[CH:16][CH:17]=3)=[N:9][N:10]=2)[CH:7]=1.[CH3:30][C:31]1[CH:36]=[C:35]([CH3:37])[CH:34]=[CH:33][C:32]=1B(O)O.C([O-])([O-])=O.[K+].[K+].ClC1C=CC(C2C(C3C=CC(Cl)=CC=3Cl)=CN3C(CC4C=NC(C(F)(F)F)=CC=4)=NN=C3C=2)=CC=1>O1CCOCC1.O.C1C=CC([P]([Pd]([P](C2C=CC=CC=2)(C2C=CC=CC=2)C2C=CC=CC=2)([P](C2C=CC=CC=2)(C2C=CC=CC=2)C2C=CC=CC=2)[P](C2C=CC=CC=2)(C2C=CC=CC=2)C2C=CC=CC=2)(C2C=CC=CC=2)C2C=CC=CC=2)=CC=1>[Cl:29][C:26]1[CH:27]=[CH:28][C:23]([C:3]2[C:2]([C:32]3[CH:33]=[CH:34][C:35]([CH3:37])=[CH:36][C:31]=3[CH3:30])=[CH:7][N:6]3[C:8]([CH2:11][C:12]4[C:13]([CH3:22])=[N:14][C:15]([C:18]([F:21])([F:20])[F:19])=[CH:16][CH:17]=4)=[N:9][N:10]=[C:5]3[CH:4]=2)=[CH:24][CH:25]=1 |f:2.3.4,^1:92,94,113,132|. Reported procedure: The title compound (6.5 mg, 65%) as a white powder was prepared from 6-bromo-7-(4-chlorophenyl)-3-((2-methyl-6-(trifluoromethyl)pyridin-3-yl)methyl)-[1,2,4]triazolo[4,3-a]pyridine (9.5 mg, 0.020 mmol), 2,4-dimethylphenylboronic acid (5.9 mg, 0.039 mmol), K2CO3 (8.2 mg, 0.059 mmol) and Pd(PPh3)4 (2.8 mg, 0.002 mmol) in 1,4-dioxane (0.28 mL) and H2O (0.09 mL) by the procedures analogous to those described for 7-(4-chlorophenyl)-6-(2,4-dichlorophenyl)-3-((6-(trifluoromethyl)pyridin-3-yl)methyl)-[1,... Product: CCCC(Oc1ccc2ccncc2c1)C(=O)Nc1ccc(N2CCCCC2=O)cc1. Reactants: CN1CCOCC1, CCN=C=NCCCN(C)C, Cl, Nc1ccc(N2CCCCC2=O)cc1, [Na], CN(C)C=O, O, On1nnc2ccccc21, CCCC(Oc1ccc2ccncc2c1)C(=O)O. RXN SMILES: [CH3:1][N:2]1[CH2:3][CH2:4][O:5][CH2:6][CH2:7]1.[CH3:42][N:43]([CH3:44])[CH2:45][CH2:46][CH2:47][N:48]=[C:49]=[N:50][CH2:51][CH3:52].[ClH:41].[NH2:27][c:28]1[cH:29][cH:30][c:31]([N:34]2[C:35](=[O:40])[CH2:36][CH2:37][CH2:38][CH2:39]2)[cH:32][cH:33]1.[Na:8].[O:63]=[CH:64][N:65]([CH3:66])[CH3:67].[OH2:68].[OH:53][n:54]1[c:55]2[cH:56][cH:57][cH:58][cH:59][c:60]2[n:61][n:62]1.[cH:9]1[n:10][cH:11][cH:12][c:13]2[cH:14][cH:15][c:16]([O:19][CH:20]([C:21](=[O:22])[OH:23])[CH2:24][CH2:25][CH3:26])[cH:17][c:18]12>>[cH:9]1[n:10][cH:11][cH:12][c:13]2[cH:14][cH:15][c:16]([O:19][CH:20]([C:21](=[O:23])[NH:27][c:28]3[cH:29][cH:30][c:31]([N:34]4[C:35](=[O:40])[CH2:36][CH2:37][CH2:38][CH2:39]4)[cH:32][cH:33]3)[CH2:24][CH2:25][CH3:26])[cH:17][c:18]12. Reactants: CC(C)(C)OC(=O)NN, CCN=C=NCCCN(C)C, CN(C)C=O, CCOC(C)=O, Cl, On1nnc2ccccc21, O=C(O)c1ccc2ncsc2c1. Product: CC(C)(C)OC(=O)NNC(=O)c1ccc2ncsc2c1. As a reaction SMILES: [C:13]([NH:14][NH2:15])(=[O:16])[O:17][C:18]([CH3:19])([CH3:20])[CH3:21].[CH3:23][N:24]([CH3:25])[CH2:26][CH2:27][CH2:28][N:29]=[C:30]=[N:31][CH2:32][CH3:33].[CH3:44][N:45]([CH3:46])[CH:47]=[O:48].[CH3:49][CH2:50][O:51][C:52](=[O:53])[CH3:54].[ClH:22].[OH:34][n:35]1[c:36]2[cH:37][cH:38][cH:39][cH:40][c:41]2[n:42][n:43]1.[s:1]1[cH:2][n:3][c:4]2[c:5]1[cH:6][c:7]([C:10](=[O:11])[OH:12])[cH:8][cH:9]2>>[s:1]1[cH:2][n:3][c:4]2[c:5]1[cH:6][c:7]([C:10](=[O:12])[NH:15][NH:14][C:13](=[O:16])[O:17][C:18]([CH3:19])([CH3:20])[CH3:21])[cH:8][cH:9]2.